From a dataset of the Open Reaction Database (ORD), a public repository of structured organic reaction records. describe an organic reaction: reactants, conditions, products, and yield Starting materials: resultant product, NC=1SC=C(N1)/C(/C(=O)N[C@H]1[C@@H]2N(C(=C(CS2)CO)C(=O)O)C1=O)=N/OC (7β-[2-(2-aminothiazole-4-yl)-2-(Z)-methoxyiminoacetamido]-3-hydroxymethyl-3-cephem-4 -carboxylic acid), C=1N=CN2C1C=CC=C2 (imidazo[1.5-a]pyridine), C(C)#N (acetonitrile), P(OCC)(OCC)OCC (triethyl phosphite). The solvent is C(=O)N (formamide). Run at temperature 22.5 celsius, time 10 hour. The product is NC=1SC=C(N1)/C(/C(=O)N[C@H]1[C@@H]2N(C(=C(CS2)C[N+]2=CN3C(C=CC=C3)=C2)C(=O)[O-])C1=O)=N/OC (7β-[2-(2-aminothiazol-4-yl)-2-(Z)-methoxyiminoacetamido]-3-(imidazo [1,5-a]pyridinium-2-yl)methyl-3-cephem-4-carboxylate). As a reaction SMILES: [NH2:1][C:2]1[S:3][CH:4]=[C:5](/[C:7](=[N:25]/[O:26][CH3:27])/[C:8]([NH:10][C@@H:11]2[C:23](=[O:24])[N:13]3[C:14]([C:20]([OH:22])=[O:21])=[C:15]([CH2:18]O)[CH2:16][S:17][C@H:12]23)=[O:9])[N:6]=1.[CH:28]1[N:29]=[CH:30][N:31]2[CH:36]=[CH:35][CH:34]=[CH:33][C:32]=12.C(#N)C.P(OCC)(OCC)OCC>C(N)=O>[NH2:1][C:2]1[S:3][CH:4]=[C:5](/[C:7](=[N:25]/[O:26][CH3:27])/[C:8]([NH:10][C@@H:11]2[C:23](=[O:24])[N:13]3[C:14]([C:20]([O-:22])=[O:21])=[C:15]([CH2:18][N+:29]4[CH:28]=[C:32]5[CH:33]=[CH:34][CH:35]=[CH:36][N:31]5[CH:30]=4)[CH2:16][S:17][C@H:12]23)=[O:9])[N:6]=1. Reported procedure: In 1 ml of formamide were dissolved 413 mg of 7β-[2-(2-aminothiazole-4-yl)-2-(Z)-methoxyiminoacetamido]-3-hydroxymethyl-3-cephem-4 -carboxylic acid and 354 mg of imidazo[1.5-a]pyridine. To the solution were added 1 ml of acetonitrile and 0.86 ml of triethyl phosphite, and the mixture was stirred at 20 to 25° C. for 10 hours. The resultant product was treated by the manner of Example 32 to give 7β-[2-(2-aminothiazol-4-yl)-2-(Z)-methoxyiminoacetamido]-3-(imidazo [1,5-a]pyridinium-2-yl)methyl-3-cep... Reactants: C(=O)C1=CC=C(C(C(=O)O)=C1)O (5-formylsalicylic acid), C([O-])([O-])=O.[K+].[K+] (potassium carbonate), CI (methyl iodide), C(C)(=O)OCC.CCCCCC (ethyl acetate hexane). Solvent: CC(=O)C (acetone). Conditions: time 12 hour. Product: COC1=C(C(=O)OC)C=C(C=C1)C=O (methyl 2-methoxy-5-formylbenzoate). Reaction SMILES: [CH:1]([C:3]1[CH:11]=C(C(O)=O)[C:6]([OH:12])=[CH:5][CH:4]=1)=[O:2].[C:13](=O)([O-])[O-].[K+].[K+].CI.[C:21]([O:24][CH2:25]C)(=[O:23])[CH3:22].CCCCCC>CC(C)=O>[CH3:13][O:12][C:6]1[CH:5]=[CH:4][C:3]([CH:1]=[O:2])=[CH:11][C:22]=1[C:21]([O:24][CH3:25])=[O:23] |f:1.2.3,5.6|. Reported procedure: Combine 5-formylsalicylic acid (5.0 g, 30.1 mmol), potassium carbonate (16.6 g, 120.4 mmol), and methyl iodide (34.06 g, 240 mmol) in acetone (20 mL). Heat to reflux. After 12 hours, cool and extract five times with ethyl acetate. Combine the organic layers and extract with brine. Dry over MgSO4, filter, and concentrate in vacuo to give a residue. Chromatograph the residue on silica gel eluting with ethyl acetate/hexane 1/1 to give methyl 2-methoxy-5-formylbenzoate: Rf=0.44 (silica gel, 1/1 ethy... Reactants: CC(CC)S(=O)(=O)N (2-butanesulfonamide), BrC1=CC=C(C=C1)N=C=O (4-bromophenyl isocyanate), Cl (HCl). The solvent is [OH-].[Na+] (sodium hydroxide), [OH-].[Na+] (sodium hydroxide). As a reaction SMILES: [CH3:1][CH:2]([S:5]([NH2:8])(=[O:7])=[O:6])[CH2:3][CH3:4].[Br:9][C:10]1[CH:15]=[CH:14][C:13]([N:16]=[C:17]=[O:18])=[CH:12][CH:11]=1.Cl>[OH-].[Na+]>[Br:9][C:10]1[CH:15]=[CH:14][C:13]([NH:16][C:17]([NH:8][S:5]([CH:2]([CH2:3][CH3:4])[CH3:1])(=[O:7])=[O:6])=[O:18])=[CH:12][CH:11]=1 |f:3.4|. Reported procedure: The general method of procedure A was followed with 2-butanesulfonamide (10 g, 73 mmole), 1N sodium hydroxide (73 ml), and 4-bromophenyl isocyanate (13.7 g). The filtrate from the reaction mixture was treated with 1N HCl and the resulting precipitate redissolved in 1N sodium hydroxide and reprecipitated with 1N HCl. The solid product was collected and dried at 65° C. under vacuum. The dissolution and precipitation procedure was repeated to provide 13.0 g of product which had the following analys... Isolated yield 56.1%. Yields the product BrC1=CC=C(C=C1)NC(=O)NS(=O)(=O)C(C)CC (N-(4-bromophenyl)-N'-2-butanesulfonylurea).